Dataset: the Open Reaction Database (ORD), a public repository of structured organic reaction records. Task: describe an organic reaction: reactants, conditions, products, and yield As a reaction SMILES: [CH3:1][N:2]1[C:6]([N+:7]([O-:9])=[O:8])=[CH:5][N:4]=[C:3]1[C:10]([NH:12][NH:13][C:14]([NH2:16])=[S:15])=O.S(=O)(=O)(O)O>>[NH2:16][C:14]1[S:15][C:10]([C:3]2[N:2]([CH3:1])[C:6]([N+:7]([O-:9])=[O:8])=[CH:5][N:4]=2)=[N:12][N:13]=1. The reactants are CN1C(=NC=C1[N+](=O)[O-])C(=O)NNC(=S)N (1-(1-methyl-5-nitro-2-imidazolecarbonyl)-3-thiosemicarbazide), S(O)(O)(=O)=O (sulfuric acid), 2-(2-amino-1,3,4-thiaziazol-5-yl)-1-methyl-5-nitroimidazole. Reported procedure: To 0.05 g. of 1-(1-methyl-5-nitro-2-imidazolecarbonyl)-3-thiosemicarbazide is added 0.5 ml. of conc. sulfuric acid and the mixture is heated on a steam bath for 30 minutes. Ice is added to the reaction mixture and the solid is filtered. The filtrate is made basic with sodium hydroxide and cooled in an ice bath. The solid is filtered, washed with water and dried affording 17 mg. (37%) of 2-(2-amino-1,3,4-thiaziazol-5-yl)-1-methyl-5-nitroimidazole. Yields the product NC=1SC(=NN1)C=1N(C(=CN1)[N+](=O)[O-])C (2-(2-Amino-1,3,4-thiadiazol-5-yl)-1-methyl-5-nitroimidazole).